From a dataset of the Open Reaction Database (ORD), a public repository of structured organic reaction records. describe an organic reaction: reactants, conditions, products, and yield The reactants are CC(CNCC1=CC=C(S1)C(=O)N(CCCN(C(OC(C)(C)C)=O)C)C)(C)C (tert-Butyl (3-{[(5-{[(2,2-dimethylpropyl)amino]methyl}-2-thienyl)carbonyl](methyl)amino}propyl)methylcarbamate), C1(=C(C=CC=C1)NC(OC1CCN(CC1)CCN(C(CCCCC=O)=O)C)=O)C1=CC=CC=C1 (1-{2-[Methyl(6-oxohexanoyl)amino]ethyl}piperidin-4-yl biphenyl-2-ylcarbamate). The product is C1(=C(C=CC=C1)NC(OC1CCN(CC1)CCN(C)C(CCCCCN(CC(C)(C)C)CC=1SC(=CC1)C(N(C)CCCN(C)C(=O)OC(C)(C)C)=O)=O)=O)C1=CC=CC=C1 (1-{2-[{6-[({5-[{3-[(tert-Butoxycarbonyl)(methyl)amino]propyl}(methyl)carbamoyl]-2-thienyl}methyl)(2,2-dimethylpropyl)amino]hexanoyl}(methyl)amino]ethyl}piperidin-4-yl biphenyl-2-ylcarbamate). The yield is 57.1%. As a reaction SMILES: [CH3:1][C:2]([CH3:28])([CH3:27])[CH2:3][NH:4][CH2:5][C:6]1[S:10][C:9]([C:11]([N:13]([CH3:26])[CH2:14][CH2:15][CH2:16][N:17]([CH3:25])[C:18](=[O:24])[O:19][C:20]([CH3:23])([CH3:22])[CH3:21])=[O:12])=[CH:8][CH:7]=1.[C:29]1([C:57]2[CH:62]=[CH:61][CH:60]=[CH:59][CH:58]=2)[CH:34]=[CH:33][CH:32]=[CH:31][C:30]=1[NH:35][C:36](=[O:56])[O:37][CH:38]1[CH2:43][CH2:42][N:41]([CH2:44][CH2:45][N:46]([CH3:55])[C:47](=[O:54])[CH2:48][CH2:49][CH2:50][CH2:51][CH:52]=O)[CH2:40][CH2:39]1>>[C:29]1([C:57]2[CH:58]=[CH:59][CH:60]=[CH:61][CH:62]=2)[CH:34]=[CH:33][CH:32]=[CH:31][C:30]=1[NH:35][C:36](=[O:56])[O:37][CH:38]1[CH2:43][CH2:42][N:41]([CH2:44][CH2:45][N:46]([C:47](=[O:54])[CH2:48][CH2:49][CH2:50][CH2:51][CH2:52][N:4]([CH2:5][C:6]2[S:10][C:9]([C:11](=[O:12])[N:13]([CH2:14][CH2:15][CH2:16][N:17]([C:18]([O:19][C:20]([CH3:21])([CH3:22])[CH3:23])=[O:24])[CH3:25])[CH3:26])=[CH:8][CH:7]=2)[CH2:3][C:2]([CH3:28])([CH3:27])[CH3:1])[CH3:55])[CH2:40][CH2:39]1. Procedure details: The compound (122 mg, 0.307 mol) obtained in Example 55b and the compound (171 mg, 0.368 mmol) obtained in Example 4g were used to give the title compound (181 mg; yield, 69%) as a colorless oily substance according to the method described in Example 45b. Yield: 94.0%. Reaction conditions: temperature 0 celsius, time 1 hour. Run in O1CCCC1 (tetrahydrofuran), O1CCCC1 (tetrahydrofuran). As a reaction SMILES: [CH2:1]([OH:8])[C:2]1[CH:7]=[CH:6][CH:5]=[CH:4][CH:3]=1.CCCCCC.C([Li])CCC.[C:20]([O:24][C:25]([CH2:27][C@@H:28]([CH2:40][C:41]1[CH:46]=[CH:45][CH:44]=[CH:43][CH:42]=1)[C:29](N1[C@H](C(C)C)COC1=O)=[O:30])=[O:26])([CH3:23])([CH3:22])[CH3:21]>O1CCCC1>[CH2:1]([O:8][C:29](=[O:30])[C@H:28]([CH2:40][C:41]1[CH:42]=[CH:43][CH:44]=[CH:45][CH:46]=1)[CH2:27][C:25]([O:24][C:20]([CH3:23])([CH3:22])[CH3:21])=[O:26])[C:2]1[CH:7]=[CH:6][CH:5]=[CH:4][CH:3]=1. Reactants: C(C)(C)(C)OC(=O)C[C@H](C(=O)N1C(OC[C@H]1C(C)C)=O)CC1=CC=CC=C1 ((4R)-3-((2R)-3-t-butoxycarbonyl-2-benzylpropionyl)-4-(2-propyl)-oxazolidine-2-one), C(C1=CC=CC=C1)O (benzyl alcohol), CCCCCC (hexane), C(CCC)[Li] (n-butyllithium). Yields the product C(C1=CC=CC=C1)OC([C@@H](CC(=O)OC(C)(C)C)CC1=CC=CC=C1)=O (Benzyl-(2R)-3-(t-butoxycarbonyl)-2-benzyl-propionate). Procedure details: To a stirred solution of dry benzyl alcohol (0.55 ml, 5.33 mmol) in anhydrous tetrahydrofuran (18 ml) under a nitrogen atmosphere at 0° C. was added a hexane solution of n-butyllithium (2.58 ml, 4.00 mmol). To this solution was added the product from Example 97 in anhydrous tetrahydrofuran (10 ml). After stirring 1 h at 0° C. the reaction was quenched by adding excess saturated aqueous ammonium chloride. The volatiles were removed by rotary evaporation and the resulting aqueous residue extracted...